This data is from the Open Reaction Database (ORD), a public repository of structured organic reaction records. The task is: describe an organic reaction: reactants, conditions, products, and yield Reactants: CCOC(=O)C(C)(Oc1ccc2ncccc2c1)C(O)c1ccc(OCc2ccccc2)cc1, CC[SiH](CC)CC, CCOCC, CC(Cl)Cl, O=C(O)C(F)(F)F. The product is CCOC(=O)C(C)(Cc1ccc(OCc2ccccc2)cc1)Oc1ccc2ncccc2c1. Reaction SMILES: [CH2:1]([CH3:2])[O:3][C:4]([C:5]([CH:6]([OH:7])[c:8]1[cH:9][cH:10][c:11]([O:14][CH2:15][c:16]2[cH:17][cH:18][cH:19][cH:20][cH:21]2)[cH:12][cH:13]1)([O:22][c:23]1[cH:24][c:25]2[cH:26][cH:27][cH:28][n:29][c:30]2[cH:31][cH:32]1)[CH3:33])=[O:34].[CH2:42]([SiH:43]([CH2:44][CH3:45])[CH2:46][CH3:47])[CH3:48].[CH3:53][CH2:54][O:55][CH2:56][CH3:57].[Cl:49][CH:50]([Cl:51])[CH3:52].[OH:35][C:36]([C:37]([F:38])([F:39])[F:40])=[O:41]>>[CH2:1]([CH3:2])[O:3][C:4]([C:5]([CH2:6][c:8]1[cH:9][cH:10][c:11]([O:14][CH2:15][c:16]2[cH:17][cH:18][cH:19][cH:20][cH:21]2)[cH:12][cH:13]1)([O:22][c:23]1[cH:24][c:25]2[cH:26][cH:27][cH:28][n:29][c:30]2[cH:31][cH:32]1)[CH3:33])=[O:34]. Starting materials: ClC1=C(C=C2CC(C(C2=C1Cl)=O)C1=CC=C(C=C1)Cl)O (6,7-dichloro-5-hydroxy-2-(p-chlorophenyl)-1-indanone), BrCC(=O)OCC (ethyl bromoacetate). The product is ClC1=C(C=C2CC(C(C2=C1Cl)=O)C1=CC=C(C=C1)Cl)OCC(=O)OCC (Ethyl [6,7-dichloro-1-oxo-2-(p-chlorophenyl)-5-indanyloxy]acetate). As a reaction SMILES: [Cl:1][C:2]1[C:10]([Cl:11])=[C:9]2[C:5]([CH2:6][CH:7]([C:13]3[CH:18]=[CH:17][C:16]([Cl:19])=[CH:15][CH:14]=3)[C:8]2=[O:12])=[CH:4][C:3]=1[OH:20].Br[CH2:22][C:23]([O:25][CH2:26][CH3:27])=[O:24]>>[Cl:1][C:2]1[C:10]([Cl:11])=[C:9]2[C:5]([CH2:6][CH:7]([C:13]3[CH:18]=[CH:17][C:16]([Cl:19])=[CH:15][CH:14]=3)[C:8]2=[O:12])=[CH:4][C:3]=1[O:20][CH2:22][C:23]([O:25][CH2:26][CH3:27])=[O:24]. Procedure details: Reaction of of 6,7-dichloro-5-hydroxy-2-(p-chlorophenyl)-1-indanone with ethyl bromoacetate according to the procedure of Example 1, STEP (a), affords the title compound, m.p. 159.5°-160° (crystallized from ethanol-acetone). Procedure: The acid 4a was esterified by stirring in a solution of tetrahydrofuran, ethanol, and concentrated sulfuric acid (39:60:1) for 16 hours at room temperature. The resulting solution was evaporated and the residue dissolved in ethyl acetate, washed with aqueous sodium bicarbonate and brine, dried over magnesium sulfate, and evaporated. Recrystallization from ethyl acetate/hexane furnished 76.1% of white crystals, m.p. 154°-155° C. Anal. (C13H14ClNO5) C,H,N. Solvent: C(C)O (ethanol). Yields the product C(C)(=O)C=1C(=C(C2=C(CC(O2)\C(\OCC)=N/O)C1)Cl)O (ETHYL (E)-5-ACETYL-7-CHLORO-2,3-DIHYDRO-6-HYDROXYBENZOFURAN-2-CARBOXYLATE OXIME). Reaction SMILES: [C:1]([C:4]1[C:5]([OH:18])=[C:6]([Cl:17])[C:7]2[O:11][CH:10](/[C:12](=[N:14]\[OH:15])/[OH:13])[CH2:9][C:8]=2[CH:16]=1)(=[O:3])[CH3:2].O1CC[CH2:21][CH2:20]1.S(=O)(=O)(O)O>C(O)C>[C:1]([C:4]1[C:5]([OH:18])=[C:6]([Cl:17])[C:7]2[O:11][CH:10](/[C:12](=[N:14]\[OH:15])/[O:13][CH2:20][CH3:21])[CH2:9][C:8]=2[CH:16]=1)(=[O:3])[CH3:2]. Starting materials: C(C)(=O)C=1C(=C(C2=C(CC(O2)\C(\O)=N/O)C1)Cl)O ((E)-5-ACETYL-7-CHLORO-2,3-DIHYDRO-6-HYDROXYBENZOFURAN-2-CARBOXYLIC ACID OXIME), O1CCCC1 (tetrahydrofuran), S(O)(O)(=O)=O (sulfuric acid). Yield: 76.1%. Reactants: Oc1ccc2cc(Br)ccc2c1, OC12CC3CC(CC(C3)C1)C2, CCCCCCC, ClCCl, O=S(=O)(O)O. The product is Oc1cc2ccc(Br)cc2cc1C12CC3CC(CC(C3)C1)C2. RXN SMILES: [Br:1][c:2]1[cH:3][c:4]2[cH:5][cH:6][c:7]([OH:12])[cH:8][c:9]2[cH:10][cH:11]1.[C:13]12([OH:23])[CH2:14][CH:15]3[CH2:16][CH:17]([CH2:18][CH:19]([CH2:20]1)[CH2:21]3)[CH2:22]2.[CH3:32][CH2:33][CH2:34][CH2:35][CH2:36][CH2:37][CH3:38].[Cl:24][CH2:25][Cl:26].[S:27](=[O:28])(=[O:29])([OH:30])[OH:31]>>[Br:1][c:2]1[cH:3][c:4]2[cH:5][c:6]([C:13]34[CH2:14][CH:15]5[CH2:16][CH:17]([CH2:18][CH:19]([CH2:20]3)[CH2:21]5)[CH2:22]4)[c:7]([OH:12])[cH:8][c:9]2[cH:10][cH:11]1. Starting materials: O=C(O)c1cc(Br)cc2c1OCC2, ClC(Cl)Cl, [N-]=[N+]=[N-], [Na+], O=S(=O)(O)O. The product is Nc1cc(Br)cc2c1OCC2. RXN SMILES: [Br:6][c:7]1[cH:8][c:9]([C:16]([OH:17])=[O:18])[c:10]2[c:11]([cH:15]1)[CH2:12][CH2:13][O:14]2.[CH:23]([Cl:24])([Cl:25])[Cl:26].[N-:20]=[N+:21]=[N-:22].[Na+:19].[S:1](=[O:2])(=[O:3])([OH:4])[OH:5]>>[Br:6][c:7]1[cH:8][c:9]([NH2:20])[c:10]2[c:11]([cH:15]1)[CH2:12][CH2:13][O:14]2. Starting materials: C(CCCCCCC)OC=1C(OC2=C(C1O)C(=CC=C2)O)=O (3-octyloxy-4,5-dihydroxy-2H-1-benzopyran-2-one), C(C)(=O)OCCCBr (3-bromopropyl acetate). The product is C(CCCCCCC)OC=1C(OC2=C(C1O)C(=CC=C2)OCCCOC(C)=O)=O (3-octyloxy-4-hydroxy-5-(3-acetoxypropoxy)-2H-1-benzopyran-2-one). As a reaction SMILES: [CH2:1]([O:9][C:10]1[C:11](=[O:22])[O:12][C:13]2[CH:20]=[CH:19][CH:18]=[C:17]([OH:21])[C:14]=2[C:15]=1[OH:16])[CH2:2][CH2:3][CH2:4][CH2:5][CH2:6][CH2:7][CH3:8].[C:23]([O:26][CH2:27][CH2:28][CH2:29]Br)(=[O:25])[CH3:24]>>[CH2:1]([O:9][C:10]1[C:11](=[O:22])[O:12][C:13]2[CH:20]=[CH:19][CH:18]=[C:17]([O:21][CH2:29][CH2:28][CH2:27][O:26][C:23](=[O:25])[CH3:24])[C:14]=2[C:15]=1[OH:16])[CH2:2][CH2:3][CH2:4][CH2:5][CH2:6][CH2:7][CH3:8]. Procedure details: In the same manner as in Reference Example 1, except that an equimolar amount of 3-octyloxy-4,5-dihydroxy-2H-1-benzopyran-2-one was used in place of 3-ethoxy-4,5-dihydroxy-2H-1-benzopyran-2-one, and 3-bromopropyl acetate was used in place of 2-bromoethyl acetate in Reference Example 1, 3-octyloxy-4-hydroxy-5-(3-acetoxypropoxy)-2H-1-benzopyran-2-one was obtained.